Dataset: the Open Reaction Database (ORD), a public repository of structured organic reaction records. Task: describe an organic reaction: reactants, conditions, products, and yield Starting materials: CCOc1c(Nc2ccccc2O)c(=O)c1=O, Cc1cccc(N)c1C, CS(C)=O. The product is Cc1cccc(Nc2c(Nc3ccccc3O)c(=O)c2=O)c1C. Reaction SMILES: [CH2:1]([O:2][c:4]1[c:5](=[O:17])[c:6](=[O:16])[c:7]1[NH:8][c:9]1[c:10]([OH:15])[cH:11][cH:12][cH:13][cH:14]1)[CH3:3].[CH3:18][c:19]1[c:20]([NH2:21])[cH:22][cH:23][cH:24][c:25]1[CH3:26].[CH3:27][S:28]([CH3:29])=[O:30]>>[c:4]1([NH:21][c:20]2[c:19]([CH3:18])[c:25]([CH3:26])[cH:24][cH:23][cH:22]2)[c:5](=[O:17])[c:6](=[O:16])[c:7]1[NH:8][c:9]1[c:10]([OH:15])[cH:11][cH:12][cH:13][cH:14]1.